The task is: describe an organic reaction: reactants, conditions, products, and yield. This data is from the Open Reaction Database (ORD), a public repository of structured organic reaction records. The reactants are COP(=O)(CC(CC(C)C)C(NC(CC1=CC=C(C=C1)OC)C(NC)=O)=O)CC1=CC(=CC=C1)N ((3-Aminobenzyl){2-[2-(4-methoxyphenyl)-1-methylcarbamoyl ethylcarbamoyl]-4-methylpentyl}phosphinic acid methyl ester), C(C1=CC=CC=C1)=O (benzaldehyde), C(#N)[BH3-].[Na+] (sodium cyanoborohydride). Reagents/catalysts: C(C)(=O)O (acetic acid). Solvent: CO (methanol). Product: COP(=O)(CC(CC(C)C)C(NC(CC1=CC=C(C=C1)OC)C(NC)=O)=O)CC1=CC(=CC=C1)NCC1=CC=CC=C1 ((3-Benzylamino benzyl)-{2-[2-(4-methoxyphenyl)-1-methylcarbamoylethylcarbamoyl]-4-methylpentyl}phosphinic acid methyl ester). Yield: 74.7%. Reaction SMILES: [CH3:1][O:2][P:3]([CH2:28][C:29]1[CH:34]=[CH:33][CH:32]=[C:31]([NH2:35])[CH:30]=1)([CH2:5][CH:6]([C:11](=[O:27])[NH:12][CH:13]([C:23](=[O:26])[NH:24][CH3:25])[CH2:14][C:15]1[CH:20]=[CH:19][C:18]([O:21][CH3:22])=[CH:17][CH:16]=1)[CH2:7][CH:8]([CH3:10])[CH3:9])=[O:4].[CH:36](=O)[C:37]1[CH:42]=[CH:41][CH:40]=[CH:39][CH:38]=1.C([BH3-])#N.[Na+]>C(O)(=O)C.CO>[CH3:1][O:2][P:3]([CH2:28][C:29]1[CH:34]=[CH:33][CH:32]=[C:31]([NH:35][CH2:36][C:37]2[CH:42]=[CH:41][CH:40]=[CH:39][CH:38]=2)[CH:30]=1)([CH2:5][CH:6]([C:11](=[O:27])[NH:12][CH:13]([C:23](=[O:26])[NH:24][CH3:25])[CH2:14][C:15]1[CH:20]=[CH:19][C:18]([O:21][CH3:22])=[CH:17][CH:16]=1)[CH2:7][CH:8]([CH3:10])[CH3:9])=[O:4] |f:2.3|. Procedure details: (3-Aminobenzyl){2-[2-(4-methoxyphenyl)-1-methylcarbamoyl ethylcarbamoyl]-4-methylpentyl}phosphinic acid methyl ester (prepared as described in Example 4/Step A) (150 mg, 0.30 mmole), benzaldehyde (38 mg, 0.36 mmole), sodium cyanoborohydride (23 mg, 0.357 mmole) and acetic acid (1 drop) in methanol were stirred at room temperature for 3 hours. The reaction was quenched with 1N hydrochloric acid (few ml's) and the reaction mixture concentrated. The residue was dissolved in ethyl acetate (20 ml) an... Reactants: CC1=CC=C(C=C1)C1=CC(=CC(=C1)C(NCC=1C=NC(=NC1)C)=O)C(=O)O (4′-methyl-5-((2-methylpyrimidin-5-yl)methylcarbamoyl)biphenyl-3-carboxylic acid), Cl.CN(CCCN=C=NCC)C (N-(3-dimethylaminopropyl)-N′-ethylcarbodiimide hydrochloride), O.ON1N=NC2=C1C=CC=C2 (1-hydroxybenzotriazole hydrate), N1CCCCCC1 (hexahydro-1H-azepine), C(C)(C)N(C(C)C)CC (N,N-diisopropylethylamine). Solvent: C(Cl)Cl (CH2Cl2). Run at time 8 hour. Product: N1(CCCCCC1)C(=O)C=1C=C(C=C(C1)C1=CC=C(C=C1)C)C(=O)NCC=1C=NC(=NC1)C (5-(Azepane-1-carbonyl)-4′-methyl-N-((2-methylpyrimidin-5-yl)methyl)biphenyl-3-carboxamide). RXN SMILES: [CH3:1][C:2]1[CH:7]=[CH:6][C:5]([C:8]2[CH:13]=[C:12]([C:14](=[O:24])[NH:15][CH2:16][C:17]3[CH:18]=[N:19][C:20]([CH3:23])=[N:21][CH:22]=3)[CH:11]=[C:10]([C:25](O)=[O:26])[CH:9]=2)=[CH:4][CH:3]=1.Cl.CN(C)CCCN=C=NCC.O.ON1C2C=CC=CC=2N=N1.[NH:51]1[CH2:57][CH2:56][CH2:55][CH2:54][CH2:53][CH2:52]1.C(N(CC)C(C)C)(C)C>C(Cl)Cl>[N:51]1([C:25]([C:10]2[CH:11]=[C:12]([C:14]([NH:15][CH2:16][C:17]3[CH:18]=[N:19][C:20]([CH3:23])=[N:21][CH:22]=3)=[O:24])[CH:13]=[C:8]([C:5]3[CH:6]=[CH:7][C:2]([CH3:1])=[CH:3][CH:4]=3)[CH:9]=2)=[O:26])[CH2:57][CH2:56][CH2:55][CH2:54][CH2:53][CH2:52]1 |f:1.2,3.4|. Procedure: To a mixture of 4′-methyl-5-((2-methylpyrimidin-5-yl)methylcarbamoyl)biphenyl-3-carboxylic acid (11 mg, 0.030 mmol), N-(3-dimethylaminopropyl)-N′-ethylcarbodiimide hydrochloride (12 mg, 0.061 mmol), 1-hydroxybenzotriazole hydrate (4.7 mg, 0.030 mmol), and CH2Cl2 (2 mL) were added hexahydro-1H-azepine (4.5 mg, 0.046 mmol) and N,N-diisopropylethylamine (11 μL, 0.061 mmol). The mixture was stirred at room temperature overnight, and then concentrated in vacuo. The residue was purified by preparative... Starting materials: C(CCC)[Li] (butyl lithium), N1=CC=C(C=C1)C (4-picoline), C1CCOC1 (THF), [Cl-].[Mn+2].[Cl-] (manganese chloride). Solvent: CCCCCC (hexane). Reaction conditions: time 1 hour. Product: N1=CC=C(C=C1)C[Mn](=O)(Cl)Cl (4-Pyridylmethylmanganous chloride). As a reaction SMILES: C([Li])CCC.[N:6]1[CH:11]=[CH:10][C:9]([CH3:12])=[CH:8][CH:7]=1.[Cl-:13].[Mn+2:14].[Cl-:15].C1C[O:19]CC1>CCCCCC>[N:6]1[CH:11]=[CH:10][C:9]([CH2:12][Mn:14]([Cl:15])([Cl:13])=[O:19])=[CH:8][CH:7]=1 |f:2.3.4|. Procedure: Under argon, butyl lithium in hexane (4.1 ml, 1.6 M solution) was added to a solution of 4-picoline (0.58 ml) in THF (25 ml) at -30° C. The solution was stirred for 1 hr at room temperature then cooled to 0° C. and anhydrous manganese chloride (0.76 g) added. The reaction was then stirred at room temperature for 1 hr. The reactants are O1C(CN(C)C2CC(NC(C2)(C)C)(C)C)C1 (4-[N-(2,3-epoxypropyl)-N-methylamino]-2,2,6,6-tetramethylpiperidine), CNC1CC(NC(C1)(C)C)(C)C (4-methylamino-2,2,6,6-tetramethylpiperidine). Run in C1=CC=CC=C1 (benzene). Conditions: time 3 hour. The product is OC(CN(C1CC(NC(C1)(C)C)(C)C)C)CN(C)C1CC(NC(C1)(C)C)(C)C (2-Hydroxy-1,3-bis[N-methyl-N-(2,2,6,6-tetramethyl-4-piperidyl)amino]propane), oil. RXN SMILES: [O:1]1[CH2:16][CH:2]1[CH2:3][N:4]([CH:6]1[CH2:11][C:10]([CH3:13])([CH3:12])[NH:9][C:8]([CH3:15])([CH3:14])[CH2:7]1)[CH3:5].[CH3:17][NH:18][CH:19]1[CH2:24][C:23]([CH3:26])([CH3:25])[NH:22][C:21]([CH3:28])([CH3:27])[CH2:20]1>C1C=CC=CC=1>[OH:1][CH:2]([CH2:16][N:18]([CH:19]1[CH2:24][C:23]([CH3:26])([CH3:25])[NH:22][C:21]([CH3:28])([CH3:27])[CH2:20]1)[CH3:17])[CH2:3][N:4]([CH3:5])[CH:6]1[CH2:11][C:10]([CH3:13])([CH3:12])[NH:9][C:8]([CH3:15])([CH3:14])[CH2:7]1. Reported procedure: A mixture of 2.2 g of 4-[N-(2,3-epoxypropyl)-N-methylamino]-2,2,6,6-tetramethylpiperidine and 1.7 g of 4-methylamino-2,2,6,6-tetramethylpiperidine in 20 ml of benzene was refluxed, with stirring, for 3 hours. At the end of this time, the solvent was removed from the reaction mixture by evaporation under reduced pressure and then the resulting residue was distilled in vacuo, giving the desired compound in the form of a colourless, viscous oil boiling at 194°-196° C. at 0.2 mmHg.